describe an organic reaction: reactants, conditions, products, and yield From a dataset of the Open Reaction Database (ORD), a public repository of structured organic reaction records. RXN SMILES: [Cl:1][CH2:2][CH:3]=[C:4]1[c:5]2[c:6]([cH:15][cH:16][c:17]([C:19](=[O:20])[O:21][CH3:22])[cH:18]2)[O:7][CH2:8][c:9]2[c:10]1[cH:11][cH:12][cH:13][cH:14]2.[OH:23][c:24]1[nH:25][c:26]2[c:27]([n:28]1)[cH:29][cH:30][cH:31][cH:32]2>>[CH2:2]([CH:3]=[C:4]1[c:5]2[c:6]([cH:15][cH:16][c:17]([C:19](=[O:20])[O:21][CH3:22])[cH:18]2)[O:7][CH2:8][c:9]2[c:10]1[cH:11][cH:12][cH:13][cH:14]2)[n:28]1[c:24]([OH:23])[n:25][c:26]2[c:27]1[cH:29][cH:30][cH:31][cH:32]2. Product: COC(=O)c1ccc2c(c1)C(=CCn1c(O)nc3ccccc31)c1ccccc1CO2. Reactants: COC(=O)c1ccc2c(c1)C(=CCCl)c1ccccc1CO2, Oc1nc2ccccc2[nH]1. Starting materials: C(C)C1(OC1)C1=CC=NC=C1 (4-(2-ethyloxiran-2-yl)pyridine), ClC1=CC=2C3=C(NC2C=C1)CCN(C3)C (8-chloro-2,3,4,5-tetrahydro-2-methyl-1H-pyrido[4,3-b]indole), [H-].[Na+] (sodium hydride). Run in CN(C)C=O (DMF), CN(C)C=O (DMF), ice water. Run at time 30 minute. Yields the product ClC1=CC=2C3=C(N(C2C=C1)CC(CC)(O)C1=CC=NC=C1)CCN(C3)C (1-(8-chloro-2-methyl-3,4-dihydro-1H-pyrido[4,3-b]indol-5(2H)-yl)-2-(pyridin-4-yl)butan-2-ol). Reaction SMILES: [H-].[Na+].[Cl:3][C:4]1[CH:12]=[CH:11][C:10]2[NH:9][C:8]3[CH2:13][CH2:14][N:15]([CH3:17])[CH2:16][C:7]=3[C:6]=2[CH:5]=1.[CH2:18]([C:20]1([C:23]2[CH:28]=[CH:27][N:26]=[CH:25][CH:24]=2)[CH2:22][O:21]1)[CH3:19]>CN(C=O)C>[Cl:3][C:4]1[CH:12]=[CH:11][C:10]2[N:9]([CH2:22][C:20]([C:23]3[CH:28]=[CH:27][N:26]=[CH:25][CH:24]=3)([OH:21])[CH2:18][CH3:19])[C:8]3[CH2:13][CH2:14][N:15]([CH3:17])[CH2:16][C:7]=3[C:6]=2[CH:5]=1 |f:0.1|. Reported procedure: A flask was charged with sodium hydride (0.581 g, 50-60%) in dry DMF (10 mL) at 0° C. and to it was added 8-chloro-2,3,4,5-tetrahydro-2-methyl-1H-pyrido[4,3-b]indole (0.8 g). The reaction mixture was stirred at RT for 30 min., and then to this was added 4-(2-ethyloxiran-2-yl)pyridine (0.758 g) dissolved in DMF (2 mL), stirred at RT for 12 h. The reaction mixture was diluted with ice-water and extracted with EtOAc (3×30 mL). The combined organic layers were washed with brine, dried over anhydrous... The reactants are CC1=C(N=C(O1)C1=CC=CC=C1)CCOS(=O)(=O)C1=CC=C(C=C1)C (toluene-4-sulfonic acid 2-(5-methyl-2-phenyloxazol-4-yl)ethyl ester), C(C)(C)(C)OC(C=CC1=C(C=C(C=C1)O)C=O)=O (3-(2-formyl-4-hydroxyphenyl)acrylic acid tert-butyl ester), C([O-])([O-])=O.[Cs+].[Cs+] (Cesium carbonate). Run in CN(C)C=O (DMF). Reaction conditions: temperature 55 celsius. Yields the product C(C)(C)(C)OC(C=CC1=C(C=C(C=C1)OCCC=1N=C(OC1C)C1=CC=CC=C1)C=O)=O (3-{2-Formyl-4-[2-(5-methyl-2-phenyloxazol-4-yl)ethoxy]phenyl}acrylic acid tert-butyl ester). Reaction SMILES: [CH3:1][C:2]1[O:6][C:5]([C:7]2[CH:12]=[CH:11][CH:10]=[CH:9][CH:8]=2)=[N:4][C:3]=1[CH2:13][CH2:14][O:15]S(C1C=CC(C)=CC=1)(=O)=O.[C:26]([O:30][C:31](=[O:43])[CH:32]=[CH:33][C:34]1[CH:39]=[CH:38][C:37](O)=[CH:36][C:35]=1[CH:41]=[O:42])([CH3:29])([CH3:28])[CH3:27].C(=O)([O-])[O-].[Cs+].[Cs+]>CN(C=O)C>[C:26]([O:30][C:31](=[O:43])[CH:32]=[CH:33][C:34]1[CH:39]=[CH:38][C:37]([O:15][CH2:14][CH2:13][C:3]2[N:4]=[C:5]([C:7]3[CH:8]=[CH:9][CH:10]=[CH:11][CH:12]=3)[O:6][C:2]=2[CH3:1])=[CH:36][C:35]=1[CH:41]=[O:42])([CH3:29])([CH3:27])[CH3:28] |f:2.3.4|. Procedure: A flame-dried 100 mL round bottomed flask was charged with toluene-4-sulfonic acid 2-(5-methyl-2-phenyloxazol-4-yl)ethyl ester (3.74 g, 10.5 mmol), 3-(2-formyl-4-hydroxyphenyl)acrylic acid tert-butyl ester (2.0 g, 8.05 mmol), and anhydrous DMF (40 mL). Cesium carbonate (3.94 g, 12.1 mmol) was added, and the reaction was heated to 55° C. under a nitrogen atmosphere for 18 h. The volatiles were removed in vacuo, and the crude residue was dissolved in EtOAc (250 mL). The organic layer was washed wi... The reactants are CC(=O)O, O=C(O)c1cnc(Cl)c([N+](=O)[O-])c1, [Fe]. Yields the product Nc1cc(C(=O)O)cnc1Cl. RXN SMILES: [CH3:14][C:15](=[O:16])[OH:17].[Cl:1][c:2]1[n:3][cH:4][c:5]([C:6](=[O:7])[OH:8])[cH:9][c:10]1[N+:11]([O-:12])=[O:13].[Fe:18]>>[Cl:1][c:2]1[n:3][cH:4][c:5]([C:6](=[O:7])[OH:8])[cH:9][c:10]1[NH2:11]. The reactants are N1=CC=C(C=C1)C=1SC=C(N1)C=1C(NC2=CC(=CC=C2C1)C=O)=O (3-(2-pyridin-4-yl-thiazol-4-yl)-1H-quinolin-2-one-7-carbaldehyde), OC1CNCC1 (3-hydroxypyrrolidine). Yields the product OC1CN(CC1)CC1=CC=C2C=C(C(NC2=C1)=O)C=1N=C(SC1)C1=CC=NC=C1 (7-(3-Hydroxy-pyrrolidin-1-ylmethyl)-3-(2-pyridin-4-yl-thiazol-4-yl)-1H-quinolin-2-one). RXN SMILES: [N:1]1[CH:6]=[CH:5][C:4]([C:7]2[S:8][CH:9]=[C:10]([C:12]3[C:13](=[O:24])[NH:14][C:15]4[C:20]([CH:21]=3)=[CH:19][CH:18]=[C:17]([CH:22]=O)[CH:16]=4)[N:11]=2)=[CH:3][CH:2]=1.[OH:25][CH:26]1[CH2:30][CH2:29][NH:28][CH2:27]1>>[OH:25][CH:26]1[CH2:30][CH2:29][N:28]([CH2:22][C:17]2[CH:16]=[C:15]3[C:20]([CH:21]=[C:12]([C:10]4[N:11]=[C:7]([C:4]5[CH:3]=[CH:2][N:1]=[CH:6][CH:5]=5)[S:8][CH:9]=4)[C:13](=[O:24])[NH:14]3)=[CH:19][CH:18]=2)[CH2:27]1. Procedure details: This compound was prepared according to the method described in example 8768 employing 3-(2-pyridin-4-yl-thiazol-4-yl)-1H-quinolin-2-one-7-carbaldehyde and 3-hydroxypyrrolidine to give a yellow solid. MS m/z: 405.4 (M+1).